This data is from the Open Reaction Database (ORD), a public repository of structured organic reaction records. The task is: describe an organic reaction: reactants, conditions, products, and yield Reactants: C(=O)C=1C=C(OCC(=O)OCC)C=CC1 (ethyl 2-(3-formylphenoxy)acetate), Cl (HCl), C(=O)C=1C=C(OCC(=O)OCC)C=CC1 (Ethyl 2-(3-formylphenoxy)acetate), [OH-].[Na+] (NaOH). The solvent is CO (MeOH). Conditions: time 30 minute. Product: C(=O)C=1C=C(OCC(=O)O)C=CC1 (2-(3-Formylphenoxy)acetic acid). Isolated yield 49.0%. Reaction SMILES: [CH:1]([C:3]1[CH:4]=[C:5]([CH:13]=[CH:14][CH:15]=1)[O:6][CH2:7][C:8]([O:10]CC)=[O:9])=[O:2].[OH-].[Na+].Cl>CO>[CH:1]([C:3]1[CH:4]=[C:5]([CH:13]=[CH:14][CH:15]=1)[O:6][CH2:7][C:8]([OH:10])=[O:9])=[O:2] |f:1.2|. Procedure: ethyl 2-(3-formylphenoxy)acetate (47)/(1 eq) was taken in MeOH and cooled to 0° C. when NaOH (2 eq) solution was added drop wise. After completion of addition the reaction mixture was stirred at rt for 30 min. The reaction mixture was cooled to rt and acidified with dil HCl to attain pH 3 when a precipitate appeared which was filtered and washed well with water and dried well to yield a white solid (49%). NMR: δ 4.754 (s, 1H), 7.23-7.27 (m, 1H), 7.349 (s, 1H), 7.449 (d, J=4.8 Hz, 2H), 9.938 (s, ... The reactants are COC(=O)C1=CC2=C(N=C(N2)C2=C(C=C(C=C2C)OS(=O)(=O)C(F)(F)F)C)C=C1 (2-(2,6-Dimethyl-4-trifluoromethanesulfonyloxy-phenyl)-3H-benzoimidazole-5-carboxylic acid methyl ester), N1CCOCC1 (morpholine), P(biphenyl)t-Bu2, [O-]P(=O)([O-])[O-].[K+].[K+].[K+] (K3PO4). Reagents/catalysts: C=1C=CC(=CC1)/C=C/C(=O)/C=C/C2=CC=CC=C2.C=1C=CC(=CC1)/C=C/C(=O)/C=C/C2=CC=CC=C2.C=1C=CC(=CC1)/C=C/C(=O)/C=C/C2=CC=CC=C2.[Pd].[Pd] (Pd2(dba)3). The solvent is O (water), CCCCCCC (heptane), C1(=CC=CC=C1)C (toluene). Conditions: temperature 80 celsius. Product: COC(=O)C1=CC2=C(N=C(N2)C2=C(C=C(C=C2C)N2CCOCC2)C)C=C1 (2-(2,6-Dimethyl-4-morpholin-4-yl-phenyl)-3H-benzoimidazole-5-carboxylic acid methyl ester). As a reaction SMILES: [CH3:1][O:2][C:3]([C:5]1[CH:29]=[CH:28][C:8]2[N:9]=[C:10]([C:12]3[C:17]([CH3:18])=[CH:16][C:15](OS(C(F)(F)F)(=O)=O)=[CH:14][C:13]=3[CH3:27])[NH:11][C:7]=2[CH:6]=1)=[O:4].[NH:30]1[CH2:35][CH2:34][O:33][CH2:32][CH2:31]1.[O-]P([O-])([O-])=O.[K+].[K+].[K+]>C1(C)C=CC=CC=1.O.CCCCCCC.C1C=CC(/C=C/C(/C=C/C2C=CC=CC=2)=O)=CC=1.C1C=CC(/C=C/C(/C=C/C2C=CC=CC=2)=O)=CC=1.C1C=CC(/C=C/C(/C=C/C2C=CC=CC=2)=O)=CC=1.[Pd].[Pd]>[CH3:1][O:2][C:3]([C:5]1[CH:29]=[CH:28][C:8]2[N:9]=[C:10]([C:12]3[C:13]([CH3:27])=[CH:14][C:15]([N:30]4[CH2:35][CH2:34][O:33][CH2:32][CH2:31]4)=[CH:16][C:17]=3[CH3:18])[NH:11][C:7]=2[CH:6]=1)=[O:4] |f:2.3.4.5,9.10.11.12.13|. Reported procedure: To a stirred solution of 2.4 g of 2-(2,6-Dimethyl-4-trifluoromethanesulfonyloxy-phenyl)-3H-benzoimidazole-5-carboxylic acid methyl ester in 6 ml of toluene was added 4 ml of morpholine, 280 mg of Pd2(dba)3, 400 mg of P(biphenyl)t-Bu2 and 2.0 g of K3PO4. The reaction vessel sealed and heated at 80° C. overnight. The reaction was cooled to room temperature and diluted with water and heptane. The resulting precipitates were collected by filtration, washed with water and dried to afford the title co... Starting materials: BrCc1ccccc1, C1CCNC1, O=C1CCCN(C(=O)OCc2ccccc2)C1, Cc1ccccc1, CC#N. The product is O=C1CCCN(C(=O)OCc2ccccc2)C1Cc1ccccc1. Reaction SMILES: [Br:23][CH2:24][c:25]1[cH:26][cH:27][cH:28][cH:29][cH:30]1.[CH2:18]1[CH2:19][NH:20][CH2:21][CH2:22]1.[CH2:1]([c:2]1[cH:3][cH:4][cH:5][cH:6][cH:7]1)[O:8][C:9](=[O:10])[N:11]1[CH2:12][C:13](=[O:17])[CH2:14][CH2:15][CH2:16]1.[CH3:31][c:32]1[cH:33][cH:34][cH:35][cH:36][cH:37]1.[CH3:38][C:39]#[N:40]>>[CH2:1]([c:2]1[cH:3][cH:4][cH:5][cH:6][cH:7]1)[O:8][C:9](=[O:10])[N:11]1[CH:12]([CH2:24][c:25]2[cH:26][cH:27][cH:28][cH:29][cH:30]2)[C:13](=[O:17])[CH2:14][CH2:15][CH2:16]1. Product: F[B-](F)(F)F.CC1=C(C=C(C=C1)C)[S+](C1=CC=C(C=C1)C)CF ((2,5-dimethylphenyl)(fluoromethyl)(p-tolyl)sulfonium tetrafluoroborate). Reported procedure: 1-((fluoromethyl)sulfinyl)-4-methylbenzene (535 mg, 3.38 mmol) of example 5 was dissolved in dry diethyl ether (15 mL) under an argon atmosphere. P-xylene (0.42 mL, 1.0 eq) was added to the previous solution. The mixture was cooled to a temperature below −50° C. After stabilizing the temperature, trifluoromethanesulfonic anhydride (0.52 mL, 0.92 eq) was added slowly maintaining the same temperature. The mixture was stirred, at the same temperature, until the reaction was complete. HBF4 in diethy... Run in C(C)OCC (diethyl ether), C(C)OCC (diethyl ether). Starting materials: [H+].[B-](F)(F)(F)F (HBF4), FCS(=O)C1=CC=C(C=C1)C (1-((fluoromethyl)sulfinyl)-4-methylbenzene), FC(S(=O)(=O)OS(=O)(=O)C(F)(F)F)(F)F (trifluoromethanesulfonic anhydride), CC=1C=CC(=CC1)C (P-xylene). As a reaction SMILES: [F:1][CH2:2][S:3]([C:5]1[CH:10]=[CH:9][C:8]([CH3:11])=[CH:7][CH:6]=1)=O.[CH3:12][C:13]1[CH:14]=[CH:15][C:16]([CH3:19])=[CH:17][CH:18]=1.FC(F)(F)S(OS(C(F)(F)F)(=O)=O)(=O)=O.[H+].[B-:36]([F:40])([F:39])([F:38])[F:37]>C(OCC)C>[F:37][B-:36]([F:40])([F:39])[F:38].[CH3:12][C:13]1[CH:14]=[CH:15][C:16]([CH3:19])=[CH:17][C:18]=1[S+:3]([CH2:2][F:1])[C:5]1[CH:10]=[CH:9][C:8]([CH3:11])=[CH:7][CH:6]=1 |f:3.4,6.7|. Yields the product FC(F)(F)c3ccc(c1cccc2ccccc12)cc3. Run at temperature 120 celsius, time 24 hour. Reactants: CC(C)(C)C(=O)Oc1cccc2ccccc12 (substrate), OB(O)c1ccc(C(F)(F)F)cc1 (effective_coupling_partner). The reagents and catalysts are PCy3.